From a dataset of the Open Reaction Database (ORD), a public repository of structured organic reaction records. describe an organic reaction: reactants, conditions, products, and yield Reactants: C(#N)C1=CC(=C(C=C1)C1C(=C(NC2=CC=NC(=C12)OCC)C)C(=O)OCCC#N)OC(F)(F)F (2-Cyanoethyl 4-[4-cyano-2-(trifluoromethoxy)phenyl]-5-ethoxy-2-methyl-1,4-dihydro-1,6-naphthyridine-3-carboxylate), C(C)OCC (diethyl ether), O (water), [OH-].[Na+] (sodium hydroxide). Solvent: COCCOC.O (1,2-dimethoxyethane water). Conditions: time 2 hour. Yields the product C(#N)C1=CC(=C(C=C1)C1C(=C(NC2=CC=NC(=C12)OCC)C)C(=O)O)OC(F)(F)F (4-[4-Cyano-2-(trifluoromethoxy)phenyl]-5-ethoxy-2-methyl-1,4-dihydro-1,6-naphthyridine-3-carboxylic acid). As a reaction SMILES: [C:1]([C:3]1[CH:8]=[CH:7][C:6]([CH:9]2[C:18]3[C:13](=[CH:14][CH:15]=[N:16][C:17]=3[O:19][CH2:20][CH3:21])[NH:12][C:11]([CH3:22])=[C:10]2[C:23]([O:25]CCC#N)=[O:24])=[C:5]([O:30][C:31]([F:34])([F:33])[F:32])[CH:4]=1)#[N:2].[OH-].[Na+].C(OCC)C.O>COCCOC.O>[C:1]([C:3]1[CH:8]=[CH:7][C:6]([CH:9]2[C:18]3[C:13](=[CH:14][CH:15]=[N:16][C:17]=3[O:19][CH2:20][CH3:21])[NH:12][C:11]([CH3:22])=[C:10]2[C:23]([OH:25])=[O:24])=[C:5]([O:30][C:31]([F:32])([F:33])[F:34])[CH:4]=1)#[N:2] |f:1.2,5.6|. Procedure: 1400 mg (2.96 mmol) of the compound from Example 36A are dissolved in 35 ml of 1,2-dimethoxyethane/water (2.5:1 v/v), 5.93 ml (5.93 mmol) of 1 N sodium hydroxide solution are added, and the mixture is stirred at room temperature for 2 h. The reaction mixture is then mixed with 50 ml of diethyl ether and 50 ml of water. The aqueous phase is separated off and adjusted to a pH of 4-5 with 1 N hydrochloric acid. The resulting suspension is then stirred for 1 h. The resulting precipitate is filtered ... Starting materials: BrBr (bromine), CC=1C=C(C=C(C1)C)C(CC1=CC=NC=C1)=O (1-(3,5-Dimethylphenyl)-2-(4-pyridyl)ethanone), C(C)(=O)OCC (Ethyl acetate). The solvent is C(C)(=O)O (acetic acid). Conditions: temperature 80 celsius, time 3 hour. Yields the product Br.BrC(C(=O)C1=CC(=CC(=C1)C)C)C1=CC=NC=C1 (2-bromo-1-(3,5-dimethylphenyl)-2-(4-pyridyl)ethanone hydrobromide). Isolated yield 268.1%. As a reaction SMILES: [CH3:1][C:2]1[CH:3]=[C:4]([C:9](=[O:17])[CH2:10][C:11]2[CH:16]=[CH:15][N:14]=[CH:13][CH:12]=2)[CH:5]=[C:6]([CH3:8])[CH:7]=1.[Br:18]Br.C(OCC)(=O)C>C(O)(=O)C>[BrH:18].[Br:18][CH:10]([C:11]1[CH:12]=[CH:13][N:14]=[CH:15][CH:16]=1)[C:9]([C:4]1[CH:5]=[C:6]([CH3:8])[CH:7]=[C:2]([CH3:1])[CH:3]=1)=[O:17] |f:4.5|. Reported procedure: 1-(3,5-Dimethylphenyl)-2-(4-pyridyl)ethanone (7.0 g, 31 mmol) was dissolved in acetic acid (35 mL) and bromine (1.6 mL, 31 mmol) was added. The mixture was stirred at 80° C. for 3 h. Ethyl acetate was added to the residue and the precipitated crude crystals were collected by filtration. The crude crystals were washed with ethyl acetate to give the title compound (16 g, yield 96%). Reactants: CN(C)CC1=CC=C(O1)CSCCNC(=NS(=O)(=O)C)SC (N-[2-[[5-[(dimethylamino)methyl]-2-furanylmethyl]thio]ethyl]-N'-methylsulphonylcarbamimidothioic acid, methyl ester), C(C)N (ethanamine). The product is CN(C)CC1=CC=C(O1)CSCCNC(=NS(=O)(=O)C)NCCSCC=1OC=CC1 (N-[2-[[5-[(Dimethylamino)methyl]-2-furanylmethyl]thio]ethyl]-N'-[[(2-furanylmethyl)thio]ethyl]-N"-methylsulphonylguanidine). The yield is 184.5%. As a reaction SMILES: [CH3:1][N:2]([CH2:4][C:5]1[O:9][C:8]([CH2:10][S:11][CH2:12][CH2:13][NH:14][C:15](SC)=[N:16][S:17]([CH3:20])(=[O:19])=[O:18])=[CH:7][CH:6]=1)[CH3:3].[CH2:23]([NH2:25])[CH3:24]>>[CH3:3][N:2]([CH2:4][C:5]1[O:9][C:8]([CH2:10][S:11][CH2:12][CH2:13][NH:14][C:15]([NH:25][CH2:23][CH2:24][S:11][CH2:10][C:8]2[O:9][CH:5]=[CH:6][CH:7]=2)=[N:16][S:17]([CH3:20])(=[O:18])=[O:19])=[CH:7][CH:6]=1)[CH3:1]. Procedure details: A mixture of N-[2-[[5-[(dimethylamino)methyl]-2-furanylmethyl]thio]ethyl]-N'-methylsulphonylcarbamimidothioic acid, methyl ester (1.82 g) and 2-(2-furanylmethyl)thio]ethanamine (0.785 g) was heated at 120° for 5 hours. The reaction mixture was chromatographed (silica/ethyl acetate-methanol 3:1) and the appropriate eluate evaporated to dryness to give the title compound (2.18 g), as a yellow oil. Starting materials: CCCCS, Clc1ccc(C(Cl)Cn2cncn2)c(Cl)c1, [H-], [Na+], C1CCOC1. Yields the product CCCCSC(Cn1cncn1)c1ccc(Cl)cc1Cl. As a reaction SMILES: [CH2:1]([CH2:2][CH2:3][CH3:4])[SH:5].[Cl:8][CH:9]([CH2:10][n:11]1[n:12][cH:13][n:14][cH:15]1)[c:16]1[c:17]([Cl:23])[cH:18][c:19]([Cl:22])[cH:20][cH:21]1.[H-:6].[Na+:7].[O:24]1[CH2:25][CH2:26][CH2:27][CH2:28]1>>[CH2:1]([CH2:2][CH2:3][CH3:4])[S:5][CH:9]([CH2:10][n:11]1[n:12][cH:13][n:14][cH:15]1)[c:16]1[c:17]([Cl:23])[cH:18][c:19]([Cl:22])[cH:20][cH:21]1. Reactants: O=C([O-])[O-], CC(C)=O, O=C(Cl)CCl, [K+], [K+], NCc1ccccn1, O. The product is O=C(CCl)NCc1ccccn1. As a reaction SMILES: [C:9](=[O:10])([O-:11])[O-:12].[CH3:21][C:22](=[O:23])[CH3:24].[Cl:15][CH2:16][C:17](=[O:18])[Cl:19].[K+:13].[K+:14].[NH2:1][CH2:2][c:3]1[n:4][cH:5][cH:6][cH:7][cH:8]1.[OH2:20]>>[NH:1]([CH2:2][c:3]1[n:4][cH:5][cH:6][cH:7][cH:8]1)[C:17]([CH2:16][Cl:15])=[O:18]. As a reaction SMILES: [CH2:30]([Cl:31])[Cl:32].[CH3:12][C:13]12[CH2:14][CH2:15][C:16]([CH2:21][OH:22])([CH2:17][CH2:18]1)[CH2:19][CH2:20]2.[CH3:26][S:27](=[O:28])[CH3:29].[Na:23][C:24]#[N:25].[OH:1][S:2]([c:3]1[cH:4][cH:5][c:6]([CH3:7])[cH:8][cH:9]1)(=[O:10])=[O:11]>>[CH3:12][C:13]12[CH2:14][CH2:15][C:16]([CH2:21][C:24]#[N:25])([CH2:17][CH2:18]1)[CH2:19][CH2:20]2. The reactants are ClCCl, CC12CCC(CO)(CC1)CC2, CS(C)=O, N#C[Na], Cc1ccc(S(=O)(=O)O)cc1. Product: CC12CCC(CC#N)(CC1)CC2. The reactants are CN1N=C(C=C1C(=O)OC)[N+](=O)[O-] (methyl 1-methyl-3-nitro-1H-pyrazole-5-carboxylate), [H][H] (hydrogen). The reagents and catalysts are [Pd] (Pd/C). Run in C(C)(=O)OCC (ethyl acetate), C(C)O (ethanol). Run at time 2.5 hour. The product is NC1=NN(C(=C1)C(=O)OC)C (Methyl 3-Amino-1-methyl-1H-pyrazole-5-carboxylate). The yield is 100.0%. Reaction SMILES: [CH3:1][N:2]1[C:6]([C:7]([O:9][CH3:10])=[O:8])=[CH:5][C:4]([N+:11]([O-])=O)=[N:3]1.[H][H]>C(OCC)(=O)C.C(O)C.[Pd]>[NH2:11][C:4]1[CH:5]=[C:6]([C:7]([O:9][CH3:10])=[O:8])[N:2]([CH3:1])[N:3]=1. Procedure: In a 250 mL Parr hydrogenation flask was placed methyl 1-methyl-3-nitro-1H-pyrazole-5-carboxylate, (530 mg, 2.9 mmol) dissolved in ethyl acetate (15 mL) and ethanol (15 mL), to which was added 10% Pd/C (Degussa type) (100 mg). The mixture was placed on the Parr apparatus and pressurized with hydrogen to 50 PSI and shaken for 2.5 hrs. The reaction was filtered through a pad of celite which was washed with ethyl acetate. The solvent was removed under vacuum to give 119a as a white solid (450 mg, 2... Reactants: O=C(c1ccc(Br)cc1)C(Br)C(Br)C(=O)c1ccc(Br)cc1, C1CCOC1, Cc1ccc([O-])cc1, Cc1ccc(O)cc1, [Na+]. The product is Cc1ccc(OC(=CC(=O)c2ccc(Br)cc2)C(=O)c2ccc(Br)cc2)cc1. Reaction SMILES: [Br:1][CH:2]([CH:3]([C:4]([c:5]1[cH:6][cH:7][c:8]([Br:11])[cH:9][cH:10]1)=[O:12])[Br:13])[C:14]([c:15]1[cH:16][cH:17][c:18]([Br:21])[cH:19][cH:20]1)=[O:22].[CH2:40]1[O:41][CH2:42][CH2:43][CH2:44]1.[CH3:23][c:24]1[cH:25][cH:26][c:27]([O-:28])[cH:29][cH:30]1.[CH3:32][c:33]1[cH:34][cH:35][c:36]([OH:37])[cH:38][cH:39]1.[Na+:31]>>[C:2](=[CH:3][C:4]([c:5]1[cH:6][cH:7][c:8]([Br:11])[cH:9][cH:10]1)=[O:12])([C:14]([c:15]1[cH:16][cH:17][c:18]([Br:21])[cH:19][cH:20]1)=[O:22])[O:28][c:27]1[cH:26][cH:25][c:24]([CH3:23])[cH:30][cH:29]1. The reactants are C(C)(=O)O (acetic acid), COCCC(C)=O (1-methoxybutan-3-one), C(C)C(=O)CC (diethyl ketone), C[O-].[Na+] (sodium methylate). The solvent is CO (methanol). Yields the product CC=1C(C(CCC1C)C)=O (2,3,6-trimethyl-2-cyclohexen-1-one), CC1C(=CC(CC1)=O)CC (4-methyl-3-ethyl-2-cyclohexen-1-one). As a reaction SMILES: CO[CH2:3][CH2:4][C:5](=[O:7])[CH3:6].[CH2:8]([C:10]([CH2:12][CH3:13])=[O:11])[CH3:9].C[O-].[Na+].[C:17](O)(=O)[CH3:18]>CO>[CH3:3][C:4]1[C:5](=[O:7])[CH:6]([CH3:17])[CH2:9][CH2:8][C:10]=1[CH3:12].[CH3:3][CH:4]1[CH2:13][CH2:12][C:10](=[O:11])[CH:8]=[C:9]1[CH2:17][CH3:18] |f:2.3|. Reported procedure: 152 g of 1-methoxybutan-3-one is dripped in the course of one hour into a boiling mixture of 400 g of diethyl ketone and 5 g of a 30% by weight solution of sodium methylate in methanol. The whole is then heated under reflux for another hour. The reaction mixture is neutralized with glacial acetic acid and then fractionated. 70 g of 2,3,6-trimethyl-2-cyclohexen-1-one and 9 g of 4-methyl-3-ethyl-2-cyclohexen-1-one is obtained. The total yield of cyclohexenone is 57% with reference to 1-methoxybuta...